From a dataset of the Open Reaction Database (ORD), a public repository of structured organic reaction records. describe an organic reaction: reactants, conditions, products, and yield Starting materials: [H+].[H+].Cl[Pt-2](Cl)(Cl)(Cl)(Cl)Cl (chloroplatinic acid), H2PtCl6, Pt, N (ammonia), [H+].[H+].Cl[Pt-2](Cl)(Cl)(Cl)(Cl)Cl (chloroplatinic acid). The solvent is O (water). Product: [NH4+].[NH4+].Cl[Pt-2](Cl)(Cl)(Cl)(Cl)Cl (ammonium chloroplatinate). RXN SMILES: [H+].[H+].[Cl:3][Pt-2:4]([Cl:9])([Cl:8])([Cl:7])([Cl:6])[Cl:5].[NH3:10]>O>[NH4+:10].[NH4+:10].[Cl:3][Pt-2:4]([Cl:9])([Cl:8])([Cl:7])([Cl:6])[Cl:5] |f:0.1.2,5.6.7|. Procedure: Prior to the preparation of the impregnating solution, chloroplatinic acid, H2PtCl6, was converted to the form of an ammoniacal platinum complex solution as follows: A 500 cc three-necked flask equipped with an agitater and a water cooler was charged with 100 cc of a chloroplatinic acid solution containing 10 g of Pt, and 55 cc of 9.7 N ammonia solution was added slowly to the flask to form an orange-colored precipitate of ammonium chloroplatinate. The flask was gently heated to 70° C. over the ... Reactants: C1(CCCC1)C1(CC(CC(O1)=O)=O)CCC1=CC(=C(C=C1)O)CCC (6-cyclopentyl-6-[2-(4-hydroxy-3-propylphenyl)ethyl]dihydro-2H-pyran-2,4(3H)-dione), CC1=NC=2N(C(=C1)C)N=C(N2)C=O (5,7-Dimethyl-[1,2,4]triazolo[1,5-a]pyrimidine-2-carbaldehyde), 6-cyclopentyl-6-[2-(3-fluoro-4-{methyl[methyl(dimethylene)-sulfanyl]amino}phenyl)ethyl]dihydro-2H-pyran-2,4(3H)-dione, C(C)C1=NC=2N(C(=C1)CC)N=C(N2)C=O (5,7-diethyl[1,2,4]triazolo[1,5-a]pyrimidine-2-carbaldehyde). Product: C1(CCCC1)C1(CC(=C(C(O1)=O)CC1=NN2C(N=C(C=C2CC)CC)=N1)O)CCC1=CC(=C(C=C1)O)CCC (6-cyclopentyl-3-[(5,7-diethyl[1,2,4]triazolo[1,5-a]pyrimidin-2-yl)methyl]-4-hydroxy-6-[2-(4-hydroxy-3-propylphenyl)ethyl]-5,6-dihydro-2H-pyran-2-one). Reaction SMILES: [CH:1]1([C:6]2([CH2:14][CH2:15][C:16]3[CH:21]=[CH:20][C:19]([OH:22])=[C:18]([CH2:23][CH2:24][CH3:25])[CH:17]=3)[O:11][C:10](=[O:12])[CH2:9][C:8](=[O:13])[CH2:7]2)[CH2:5][CH2:4][CH2:3][CH2:2]1.[CH2:26]([C:28]1[CH:33]=[C:32]([CH2:34][CH3:35])[N:31]2[N:36]=[C:37]([CH:39]=O)[N:38]=[C:30]2[N:29]=1)[CH3:27].CC1C=C(C)N2N=C(C=O)N=C2N=1>>[CH:1]1([C:6]2([CH2:14][CH2:15][C:16]3[CH:21]=[CH:20][C:19]([OH:22])=[C:18]([CH2:23][CH2:24][CH3:25])[CH:17]=3)[O:11][C:10](=[O:12])[C:9]([CH2:39][C:37]3[N:38]=[C:30]4[N:29]=[C:28]([CH2:26][CH3:27])[CH:33]=[C:32]([CH2:34][CH3:35])[N:31]4[N:36]=3)=[C:8]([OH:13])[CH2:7]2)[CH2:5][CH2:4][CH2:3][CH2:2]1. Procedure: The title compound was prepared analogously to Example A(131), where 6-cyclopentyl-6-[2-(4-hydroxy-3-propylphenyl)ethyl]dihydro-2H-pyran-2,4(3H)-dione was substituted in place of 6-cyclopentyl-6-[2-(3-fluoro-4-{methyl[methyl(dimethylene)-sulfanyl]amino}phenyl)ethyl]dihydro-2H-pyran-2,4(3H)-dione and 5,7-diethyl[1,2,4]triazolo[1,5-a]pyrimidine-2-carbaldehyde was substituted in place of 5,7-Dimethyl-[1,2,4]triazolo[1,5-a]pyrimidine-2-carbaldehyde. 1H NMR (CDCl3): δ 1.00 (t, J=7.54 Hz, 3H), 1.40–1.... The reactants are [Li] (lithium), C1=CC=CC=2C3=CC=CC=C3CC12 (fluorene), [Li] (lithium), [Li] (lithium), HCl ice. Solvent: O1CCCC1 (tetrahydrofuran). Product: C1CCCC=2C3=CC=CC=C3CC12 (tetrahydrofluorene). Isolated yield 74.2%. RXN SMILES: [CH:1]1[C:13]2[CH2:12][C:11]3[C:6](=[CH:7][CH:8]=[CH:9][CH:10]=3)[C:5]=2[CH:4]=[CH:3][CH:2]=1.[Li]>O1CCCC1>[CH2:10]1[C:11]2[CH2:12][C:13]3[C:5](=[CH:4][CH:3]=[CH:2][CH:1]=3)[C:6]=2[CH2:7][CH2:8][CH2:9]1 |^1:13|. Procedure details: 15 g (90.2 mmol) of fluorene was dissolved in 200 ml of a tetrahydrofuran (THF)/ethylene diamine solution (1:1 ratio). The solution was cooled in a ice bath and with stirring 3.13 g of lithium (451.2 mmol) was added in small portions. After all the lithium had been added the solution was stirred for 2 h with consequent dissolution of the lithium metal. The resulting solution was then poured into a HCl/ice mixture. The solution was then extracted with diethyl ether. The organic washings were comb... The reactants are B, CSC, Cc1nccn1-c1ccc(C(=O)O)cc1. Product: Cc1nccn1-c1ccc(CO)cc1. Reaction SMILES: [BH3:19].[CH3:16][S:17][CH3:18].[CH3:1][c:2]1[n:3](-[c:7]2[cH:8][cH:9][c:10]([C:11](=[O:12])[OH:13])[cH:14][cH:15]2)[cH:4][cH:5][n:6]1>>[CH3:1][c:2]1[n:3](-[c:7]2[cH:8][cH:9][c:10]([CH2:11][OH:12])[cH:14][cH:15]2)[cH:4][cH:5][n:6]1. Reactants: I, N, C1CCOC1, COc1c(O)ccc(C=O)c1[N+](=O)[O-]. Product: COc1c(O)ccc(C#N)c1[N+](=O)[O-]. As a reaction SMILES: [I:15].[NH3:16].[O:17]1[CH2:18][CH2:19][CH2:20][CH2:21]1.[OH:1][c:2]1[c:3]([O:13][CH3:14])[c:4]([N+:10](=[O:11])[O-:12])[c:5]([CH:6]=[O:7])[cH:8][cH:9]1>>[OH:1][c:2]1[c:3]([O:13][CH3:14])[c:4]([N+:10](=[O:11])[O-:12])[c:5]([C:6]#[N:16])[cH:8][cH:9]1. Reactants: C(=O)(OC(C)(C)C)N(C1CCC(CC1)N(C(=O)C1=C(C2=C(S1)C=CC=C2)Cl)CC=2C=C(C=CC2OC)B(O)O)C (3-{[[4-(BOC-methyl-amino)-cyclohexyl]-(3-chlorobenzo[b]thiophene-2-carbonyl)-amino]-methyl}-4-methoxy-benzene boronic acid), BrC=1C=CC(=NC1)NC (5-bromo-2-methylaminopyridine). The product is Cl.Cl.COC1=C(CN(C(=O)C2=C(C3=C(S2)C=CC=C3)Cl)C3CCC(CC3)NC)C=C(C=C1)C=1C=NC(=CC1)NC (3-Chloro-benzo[b]thiophene-2-carboxylic acid [2-methoxy-5-(6-methylamino-pyridin-3-yl)-benzyl]-(4-methylamino-cyclohexyl)-amide dihydrochloride). RXN SMILES: C([N:8]([CH3:40])[CH:9]1[CH2:14][CH2:13][CH:12]([N:15]([CH2:28][C:29]2[CH:30]=[C:31](B(O)O)[CH:32]=[CH:33][C:34]=2[O:35][CH3:36])[C:16]([C:18]2[S:22][C:21]3[CH:23]=[CH:24][CH:25]=[CH:26][C:20]=3[C:19]=2[Cl:27])=[O:17])[CH2:11][CH2:10]1)(OC(C)(C)C)=O.Br[C:42]1[CH:43]=[CH:44][C:45]([NH:48][CH3:49])=[N:46][CH:47]=1>>[ClH:27].[ClH:27].[CH3:36][O:35][C:34]1[CH:33]=[CH:32][C:31]([C:42]2[CH:47]=[N:46][C:45]([NH:48][CH3:49])=[CH:44][CH:43]=2)=[CH:30][C:29]=1[CH2:28][N:15]([CH:12]1[CH2:13][CH2:14][CH:9]([NH:8][CH3:40])[CH2:10][CH2:11]1)[C:16]([C:18]1[S:22][C:21]2[CH:23]=[CH:24][CH:25]=[CH:26][C:20]=2[C:19]=1[Cl:27])=[O:17] |f:2.3.4|. Procedure: The title compound was prepared from boronic acid (5) (25 mg, 43 μmol) and 5-bromo-2-methylaminopyridine (6.6 mg, 41 μmol) in accordance with Method L2. Reactants: O (water), CCOCC (ether), O1C(CCCC1)O[C@@H]1[C@]2(C)[C@@H](CC1)[C@@H]1CC[C@H]3CC=CC[C@@H]3[C@H]1CC2 (17β-tetrahydropyranyloxy-5α-estr-2-en), O1C(CCCC1)O[C@@H]1[C@]2(C)[C@@H](CC1)[C@@H]1CC[C@H]3CC=CC[C@@H]3[C@H]1CC2 (17β-Tetrahydropyranyloxy-5α-estr-2-ene), Cl (hydrochloric acid). Run in CO (methanol). Run at time 6 hour. Yields the product O[C@@H]1[C@]2(C)[C@@H](CC1)[C@@H]1CC[C@H]3CC=CC[C@@H]3[C@H]1CC2 (17β-hydroxy-5α-estr-2-ene). Isolated yield 100.5%. Reaction SMILES: O1CCCCC1[O:7][C@H:8]1[CH2:13][CH2:12][C@H:11]2[C@H:14]3[C@H:23]([CH2:24][CH2:25][C@:9]12[CH3:10])[C@@H:22]1[C@H:17]([CH2:18][CH:19]=[CH:20][CH2:21]1)[CH2:16][CH2:15]3.Cl.O.CCOCC>CO>[OH:7][C@H:8]1[CH2:13][CH2:12][C@H:11]2[C@H:14]3[C@H:23]([CH2:24][CH2:25][C@:9]12[CH3:10])[C@@H:22]1[C@H:17]([CH2:18][CH:19]=[CH:20][CH2:21]1)[CH2:16][CH2:15]3. Reported procedure: To a solution of 0.25 g of 17β-tetrahydropyranyloxy-5α-estr-2-en, Compound 4, in 8 ml of methanol is added 1N hydrochloric acid (0.2 ml) and the reaction mixture is stirred at room temperature for 6 hr. Evaporation of the solvent under vacuum produces a residue of white crystals. The residue is treated with water (15 ml) and ether (25 ml). The ether phase is separated, and the water is extracted once more with 12 ml of ether. The combined ether phase is washed with water, sodium chloride solutio... The reactants are CCOC(=O)CCCCBr, O=C([O-])[O-], CCO, [I-], [K+], [K+], [Na+], COc1cccc(O)c1C=O. The product is CCOC(=O)CCCCOc1cccc(OC)c1C=O. RXN SMILES: [Br:12][CH2:13][CH2:14][CH2:15][CH2:16][C:17](=[O:18])[O:19][CH2:20][CH3:21].[C:22](=[O:23])([O-:24])[O-:25].[CH3:30][CH2:31][OH:32].[I-:29].[K+:26].[K+:27].[Na+:28].[OH:1][c:2]1[c:3]([CH:4]=[O:5])[c:6]([O:10][CH3:11])[cH:7][cH:8][cH:9]1>>[O:1]([c:2]1[c:3]([CH:4]=[O:5])[c:6]([O:10][CH3:11])[cH:7][cH:8][cH:9]1)[CH2:13][CH2:14][CH2:15][CH2:16][C:17](=[O:18])[O:19][CH2:20][CH3:21]. Procedure: In a manner identical to Example 15, 2,5-digeranyloxybenzoic acid (2.13 g) was subjected to a condensation reaction with 2-aminomethyl-1-ethylpyrrolidine (0.7 ml), thereby yielding 1.47 g (55%) of the aimed compound The product is C(C)N1C(CCC1)CNC(C1=C(C=CC(=C1)OC\C=C(/C)\CCC=C(C)C)OC\C=C(/C)\CCC=C(C)C)=O (1-ethyl-2-(2,5-digeranyloxybenzoylaminomethyl)pyrrolidine). The reactants are C(\C=C(/C)\CCC=C(C)C)OC1=C(C(=O)O)C=C(C=C1)OC\C=C(/C)\CCC=C(C)C (2,5-digeranyloxybenzoic acid), NCC1N(CCC1)CC (2-aminomethyl-1-ethylpyrrolidine). RXN SMILES: [CH2:1]([O:11][C:12]1[CH:20]=[CH:19][C:18]([O:21][CH2:22]/[CH:23]=[C:24](/[CH2:26][CH2:27][CH:28]=[C:29]([CH3:31])[CH3:30])\[CH3:25])=[CH:17][C:13]=1[C:14](O)=[O:15])/[CH:2]=[C:3](/[CH2:5][CH2:6][CH:7]=[C:8]([CH3:10])[CH3:9])\[CH3:4].[NH2:32][CH2:33][CH:34]1[CH2:38][CH2:37][CH2:36][N:35]1[CH2:39][CH3:40]>>[CH2:39]([N:35]1[CH2:36][CH2:37][CH2:38][CH:34]1[CH2:33][NH:32][C:14](=[O:15])[C:13]1[CH:17]=[C:18]([O:21][CH2:22]/[CH:23]=[C:24](/[CH2:26][CH2:27][CH:28]=[C:29]([CH3:30])[CH3:31])\[CH3:25])[CH:19]=[CH:20][C:12]=1[O:11][CH2:1]/[CH:2]=[C:3](/[CH2:5][CH2:6][CH:7]=[C:8]([CH3:9])[CH3:10])\[CH3:4])[CH3:40]. Yield: 55.0%.